Dataset: the Open Reaction Database (ORD), a public repository of structured organic reaction records. Task: describe an organic reaction: reactants, conditions, products, and yield Reactants: CC1=NOC(=C1C=1N(C2=CC=CC=C2C1SC#N)C1=CC=C(C=C1)O)C (4-(2-(3,5-Dimethylisoxazol-4-yl)-3-thiocyanato-1H-indol-1-yl)phenol), NO.C(=O)(O)[O-].[Na+] (hydroxylamine NaHCO3). Solvent: O (H2O), CCOC(=O)C (EtOAc), C(C)OCC (diethylether), CS(=O)C (DMSO). Conditions: temperature 65 celsius, time 8 hour. The product is title compound, ON=C(N)SC1=C(N(C2=CC=CC=C12)C1=CC=C(C=C1)O)C=1C(=NOC1C)C (2-(3,5-dimethylisoxazol-4-yl)-1-(4-hydroxyphenyl)-1H-indol-3-yl N′-hydroxycarbamimidothioate). Reaction SMILES: [CH3:1][C:2]1[C:6]([C:7]2[N:8]([C:19]3[CH:24]=[CH:23][C:22]([OH:25])=[CH:21][CH:20]=3)[C:9]3[C:14]([C:15]=2[S:16][C:17]#[N:18])=[CH:13][CH:12]=[CH:11][CH:10]=3)=[C:5]([CH3:26])[O:4][N:3]=1.[NH2:27][OH:28].C([O-])(O)=O.[Na+]>CS(C)=O.O.CCOC(C)=O.C(OCC)C>[OH:28][N:27]=[C:17]([S:16][C:15]1[C:14]2[C:9](=[CH:10][CH:11]=[CH:12][CH:13]=2)[N:8]([C:19]2[CH:20]=[CH:21][C:22]([OH:25])=[CH:23][CH:24]=2)[C:7]=1[C:6]1[C:2]([CH3:1])=[N:3][O:4][C:5]=1[CH3:26])[NH2:18] |f:1.2.3|. Procedure details: 4-(2-(3,5-Dimethylisoxazol-4-yl)-3-thiocyanato-1H-indol-1-yl)phenol was dissolved in DMSO and 10 eq 2 M hydroxylamine/NaHCO3 (aq) stock solution was added. The reaction was stirred at 65° C. overnight and then diluted with H2O. A precipitation was formed after stirring for 5 min. The mixture was diluted with EtOAc and diethylether, washed with NH4Cl (aq) and phases were partitioned. Organic phase was evaporated to dryness in vacuo and subjected to purification on reverse phase preparative HPLC t... The reactants are Oc1cccc(-c2c(Cc3ccccc3)cnc3c(C(F)(F)F)cccc23)c1, Cn1cc(CO)c2ccccc21. Yields the product Cn1cc(COc2cccc(-c3c(Cc4ccccc4)cnc4c(C(F)(F)F)cccc34)c2)c2ccccc21. RXN SMILES: [CH2:1]([c:2]1[cH:3][cH:4][cH:5][cH:6][cH:7]1)[c:8]1[cH:9][n:10][c:11]2[c:12]([C:25]([F:26])([F:27])[F:28])[cH:13][cH:14][cH:15][c:16]2[c:17]1-[c:18]1[cH:19][c:20]([OH:24])[cH:21][cH:22][cH:23]1.[CH3:29][n:30]1[cH:31][c:32]([CH2:39][OH:40])[c:33]2[cH:34][cH:35][cH:36][cH:37][c:38]12>>[CH2:1]([c:2]1[cH:3][cH:4][cH:5][cH:6][cH:7]1)[c:8]1[cH:9][n:10][c:11]2[c:12]([C:25]([F:26])([F:27])[F:28])[cH:13][cH:14][cH:15][c:16]2[c:17]1-[c:18]1[cH:19][c:20]([O:24][CH2:39][c:32]2[cH:31][n:30]([CH3:29])[c:38]3[c:33]2[cH:34][cH:35][cH:36][cH:37]3)[cH:21][cH:22][cH:23]1. The solvent is O (H2O). Yields the product NC(C(=O)O)\C=C(\CP(=O)(O)O)/CCC (E-2-amino-4-propyl-5-phosphono-3-pentenoic acid). Procedure details: Hydrolysis of E-2-formylamino-4-propyl-5-dimethylphosphono-3-pentenoic acidethyl ester in a manner analogous to that described in Example 11 yields E-2-amino-4-propyl-5-phosphono-3-pentenoic acid, m.p. 193° (H2O). As a reaction SMILES: C([O:3][C:4](=[O:21])[CH:5]([NH:18]C=O)/[CH:6]=[C:7](\[CH2:15][CH2:16][CH3:17])/[CH2:8][P:9]([O:13]C)([O:11]C)=[O:10])C>O>[NH2:18][CH:5](/[CH:6]=[C:7](\[CH2:15][CH2:16][CH3:17])/[CH2:8][P:9]([OH:13])([OH:11])=[O:10])[C:4]([OH:21])=[O:3]. The reactants are C(C)OC(C(\C=C(\CP(=O)(OC)OC)/CCC)NC=O)=O (E-2-formylamino-4-propyl-5-dimethylphosphono-3-pentenoic acidethyl ester). Starting materials: N1C(C2(C3=CC=CC=C13)COC=1C2=CC2=C(OCO2)C1)=O (spiro[furo[2,3-f][1,3]benzodioxole-7,3′-indol]-2′(1′H)-one), BrCC=1OC(=CC1)C(F)(F)F (2-(bromomethyl)-5-(trifluoromethyl)furan), BrC1=C2C3(C(NC2=CC=C1)=O)COC=1C3=CC3=C(OCO3)C1 (4′-bromospiro[furo[2,3-f][1,3]benzodioxole-7,3′-indol]-2′(1′H)-one), BrCCCCl (1-bromo-3-chloropropane). Product: ClCCCN1C(C2(C3=CC=CC=C13)COC=1C2=CC2=C(OCO2)C1)=O (1′-(3-chloropropyl)spiro[furo[2,3-f][1,3]benzodioxole-7,3′-indol]-2′(1′H)-one). RXN SMILES: [NH:1]1[C:9]2[C:4](=[CH:5][CH:6]=[CH:7][CH:8]=2)[C:3]2([C:13]3=[CH:14][C:15]4[O:19][CH2:18][O:17][C:16]=4[CH:20]=[C:12]3[O:11][CH2:10]2)[C:2]1=[O:21].BrC1C=CC=C2C=1C1(C3=CC4OCOC=4C=C3OC1)C(=O)N2.Br[CH2:45][CH2:46][CH2:47][Cl:48].BrCC1OC(C(F)(F)F)=CC=1>>[Cl:48][CH2:47][CH2:46][CH2:45][N:1]1[C:9]2[C:4](=[CH:5][CH:6]=[CH:7][CH:8]=2)[C:3]2([C:13]3=[CH:14][C:15]4[O:19][CH2:18][O:17][C:16]=4[CH:20]=[C:12]3[O:11][CH2:10]2)[C:2]1=[O:21]. Procedure: Following the procedure described in EXAMPLE 10.47, and making non-critical variations using spiro[furo[2,3-f][1,3]benzodioxole-7,3′-indol]-2′(1′H)-one to replace 4′-bromospiro[furo[2,3-f][1,3]benzodioxole-7,3′-indol]-2′(1′H)-one, and 1-bromo-3-chloropropane to replace 2-(bromomethyl)-5-(trifluoromethyl)furan, the title compound was obtained (22%) as a colorless solid: mp 144-146° C.; 1H NMR (300 MHz, CDCl3) δ 7.31 (dt, 1H), 7.14-7.12 (m, 2H), 7.01(t, 1H), 6.65 (s, 1H), 6.23 (s, 1H), 5.89 (s, 2H... Reactants: [BH4-], CC(=O)O, CN1CCCC1=O, CCO, CCC=Nn1cc(C)c2ccccc21, [H][H], [Na+], O. Yields the product CCCNn1cc(C)c2ccccc21. As a reaction SMILES: [BH4-:1].[CH3:17][C:18](=[O:19])[OH:20].[CH3:23][N:24]1[CH2:25][CH2:26][CH2:27][C:28]1=[O:29].[CH3:31][CH2:32][OH:33].[CH3:3][c:4]1[cH:5][n:6]([N:13]=[CH:14][CH2:15][CH3:16])[c:7]2[cH:8][cH:9][cH:10][cH:11][c:12]12.[H:21][H:22].[Na+:2].[OH2:30]>>[CH3:3][c:4]1[cH:5][n:6]([NH:13][CH2:14][CH2:15][CH3:16])[c:7]2[cH:8][cH:9][cH:10][cH:11][c:12]12. Reactants: CC1(OC(C2(CC2)C(O1)=O)=O)C (6,6-dimethyl-5,7-dioxaspiro[2.5]octane-4,8-dione), C1(CCCCC1)CN (cyclohexylmethanamine). The solvent is C(C)O (ethanol). Product: C1(CCCCC1)CN1C(C(CC1)C(=O)O)=O (1-(cyclohexylmethyl)-2-oxopyrrolidine-3-carboxylic acid). The yield is 86.4%. As a reaction SMILES: CC1(C)[O:9][C:8](=[O:10])[C:5]2([CH2:7][CH2:6]2)[C:4](=[O:11])O1.[CH:13]1([CH2:19][NH2:20])[CH2:18][CH2:17][CH2:16][CH2:15][CH2:14]1>C(O)C>[CH:13]1([CH2:19][N:20]2[CH2:6][CH2:7][CH:5]([C:8]([OH:9])=[O:10])[C:4]2=[O:11])[CH2:18][CH2:17][CH2:16][CH2:15][CH2:14]1. Procedure details: This compound was prepared according to general method 1 starting from 6,6-dimethyl-5,7-dioxaspiro[2.5]octane-4,8-dione (0.250 g, 1.47 mmol) and cyclohexylmethanamine (0.574 mL; 4.41 mmol) in ethanol (3 mL). 1-(cyclohexylmethyl)-2-oxopyrrolidine-3-carboxylic acid 0.286 g (86%) was obtained as a yellow solid. Reactants: CC(=O)N1CCC(C(O)(c2ccccc2)c2ccc(F)cc2)CC1, CCO, [K+], [OH-], O. Yields the product OC(c1ccccc1)(c1ccc(F)cc1)C1CCNCC1. As a reaction SMILES: [C:1](=[O:2])([CH3:3])[N:4]1[CH2:5][CH2:6][CH:7]([C:10]([OH:11])([c:12]2[cH:13][cH:14][cH:15][cH:16][cH:17]2)[c:18]2[cH:19][cH:20][c:21]([F:24])[cH:22][cH:23]2)[CH2:8][CH2:9]1.[CH3:27][CH2:28][OH:29].[K+:26].[OH-:25].[OH2:30]>>[NH:4]1[CH2:5][CH2:6][CH:7]([C:10]([OH:11])([c:12]2[cH:13][cH:14][cH:15][cH:16][cH:17]2)[c:18]2[cH:19][cH:20][c:21]([F:24])[cH:22][cH:23]2)[CH2:8][CH2:9]1. The reactants are CC(C)(C)OC(=O)CBr, CCOC(C)=O, O=C(C=Cc1ccccc1)C=Cc1ccccc1, FC(F)(F)c1cnc(Cl)cc1I, O, [Pd], [Zn]. The product is CC(C)(C)OC(=O)Cc1cc(Cl)ncc1C(F)(F)F. Reaction SMILES: [C:13]([CH3:14])([CH3:15])([CH3:16])[O:17][C:18]([CH2:19][Br:20])=[O:21].[CH3:22][CH2:23][O:24][C:25]([CH3:26])=[O:27].[CH:29](=[CH:30][C:31]([CH:32]=[CH:33][c:34]1[cH:35][cH:36][cH:37][cH:38][cH:39]1)=[O:40])[c:41]1[cH:42][cH:43][cH:44][cH:45][cH:46]1.[Cl:1][c:2]1[n:3][cH:4][c:5]([C:9]([F:10])([F:11])[F:12])[c:6]([I:8])[cH:7]1.[OH2:28].[Pd:47].[Zn:48]>>[Cl:1][c:2]1[n:3][cH:4][c:5]([C:9]([F:10])([F:11])[F:12])[c:6]([CH2:19][C:18]([O:17][C:13]([CH3:14])([CH3:15])[CH3:16])=[O:21])[cH:7]1. The reactants are C(C)(C)(C)OC(CNS(=O)(=O)C=1SC(=CC1)CNC(=O)C1=CC=C(C=C1)Cl)=O ([5-({[1-(4-Chloro-phenyl)-methanoyl]-amino}-methyl)-thiophene-2-sulfonylamino]-acetic acid tert-butyl ester), C(=O)(C(F)(F)F)O (TFA). Run in C(Cl)Cl (CH2Cl2). Run at temperature 0 celsius, time 1 hour. Yields the product ClC1=CC=C(C=C1)C(=O)NCC1=CC=C(S1)S(=O)(=O)NCC(=O)O ([5-({[1-(4-Chloro-phenyl)-methanoyl]-amino}-methyl)-thiophene-2-sulfonylamino]-acetic acid). The yield is 85.7%. Reaction SMILES: C([O:5][C:6](=[O:28])[CH2:7][NH:8][S:9]([C:12]1[S:13][C:14]([CH2:17][NH:18][C:19]([C:21]2[CH:26]=[CH:25][C:24]([Cl:27])=[CH:23][CH:22]=2)=[O:20])=[CH:15][CH:16]=1)(=[O:11])=[O:10])(C)(C)C.C(O)(C(F)(F)F)=O>C(Cl)Cl>[Cl:27][C:24]1[CH:25]=[CH:26][C:21]([C:19]([NH:18][CH2:17][C:14]2[S:13][C:12]([S:9]([NH:8][CH2:7][C:6]([OH:28])=[O:5])(=[O:10])=[O:11])=[CH:16][CH:15]=2)=[O:20])=[CH:22][CH:23]=1. Procedure details: To a solution of 1c (400 mg, 0.9 mmole) in CH2Cl2 (10 ml) at 0° C. is added TFA (10 ml) and the reaction is stirred for 1 h at 0° C. and a further hour at room temperature. Evaporating the solvents to dryness gave 1d (300 mg, 86%) as a white solid. 1H NMR (d6-DMSO) δ 9.34 (t, J=5.65 Hz, 1H), 8.20 (t, J=6.03 Hz, 1H), 7.89 (d, J=8.67 Hz, 2H), 7.56 (d, J=8.67 Hz, 2H), 7.43 (d, J=3.77 Hz, 1H), 7.05 (d, J=3.77 Hz, 1H), 4.63 (d, J=5.65 Hz, 2H), 3.59 (d, J=6.03 Hz, 2H). Reactants: COC(=O)C(Cc1ccc([N+](=O)[O-])c(OCc2ccccc2)c1)(NC(=O)OC(C)(C)C)C(=O)OC, CS(C)=O, O. Yields the product COC(=O)C(Cc1ccc([N+](=O)[O-])c(OCc2ccccc2)c1)NC(=O)OC(C)(C)C. As a reaction SMILES: [CH3:1][O:2][C:3]([C:4]([C:5]([O:6][CH3:7])=[O:8])([NH:9][C:10](=[O:11])[O:12][C:13]([CH3:14])([CH3:15])[CH3:16])[CH2:17][c:18]1[cH:19][c:20]([O:27][CH2:28][c:29]2[cH:30][cH:31][cH:32][cH:33][cH:34]2)[c:21]([N+:24](=[O:25])[O-:26])[cH:22][cH:23]1)=[O:35].[CH3:36][S:37]([CH3:38])=[O:39].[OH2:40]>>[CH3:1][O:2][C:3]([CH:4]([NH:9][C:10](=[O:11])[O:12][C:13]([CH3:14])([CH3:15])[CH3:16])[CH2:17][c:18]1[cH:19][c:20]([O:27][CH2:28][c:29]2[cH:30][cH:31][cH:32][cH:33][cH:34]2)[c:21]([N+:24](=[O:25])[O-:26])[cH:22][cH:23]1)=[O:35].